The task is: describe an organic reaction: reactants, conditions, products, and yield. This data is from the Open Reaction Database (ORD), a public repository of structured organic reaction records. Starting materials: COCCO, O=[N+]([O-])c1cnccc1Cl, Cl, Nc1ccccc1, O. The product is O=[N+]([O-])c1cnccc1Nc1ccccc1. RXN SMILES: [CH3:19][O:20][CH2:21][CH2:22][OH:23].[Cl:1][c:2]1[c:3]([N+:8](=[O:9])[O-:10])[cH:4][n:5][cH:6][cH:7]1.[ClH:18].[NH2:11][c:12]1[cH:13][cH:14][cH:15][cH:16][cH:17]1.[OH2:24]>>[c:2]1([NH:11][c:12]2[cH:13][cH:14][cH:15][cH:16][cH:17]2)[c:3]([N+:8](=[O:9])[O-:10])[cH:4][n:5][cH:6][cH:7]1.